describe an organic reaction: reactants, conditions, products, and yield From a dataset of the Open Reaction Database (ORD), a public repository of structured organic reaction records. The reactants are methyl chloro acetate, OC1=CC=C(C=C1)CC(C(=O)OC)NC(=O)C(C(=O)OC)OC(C1=CC=C(C=C1)O)=O (4-hydroxy-benzoic acid [2-(4-hydroxy-phenyl)-1-methoxycarbonyl-ethyl carbamoyl]-methoxycarbonylmethyl ester), [I-].[Na+] (sodium iodide), P(=O)([O-])([O-])O.[Na+].[Na+] (disodium phosphate). Solvent: CC(=O)C (acetone). Product: COC(=O)C(CC1=CC=C(C=C1)OCC(=O)OC)NC(=O)C(C(=O)OC)OC(C1=CC=C(C=C1)OCC(=O)OC)=O (4-Methoxycarbonylmethoxy-benzoic acid [1-methoxycarbonyl-2-(4-methoxy carbonyl methoxy-phenyl)-ethylcarbamoyl]-methoxycarbonylmethyl ester). RXN SMILES: [OH:1][C:2]1[CH:7]=[CH:6][C:5]([CH2:8][CH:9]([NH:14][C:15]([CH:17]([O:22][C:23](=[O:31])[C:24]2[CH:29]=[CH:28][C:27]([OH:30])=[CH:26][CH:25]=2)[C:18]([O:20][CH3:21])=[O:19])=[O:16])[C:10]([O:12][CH3:13])=[O:11])=[CH:4][CH:3]=1.[I-].[Na+].P(O)([O-])([O-])=O.[Na+].[Na+]>CC(C)=O>[CH3:13][O:12][C:10]([CH:9]([NH:14][C:15]([CH:17]([O:22][C:23](=[O:31])[C:24]1[CH:25]=[CH:26][C:27]([O:30][CH2:17][C:18]([O:20][CH3:21])=[O:19])=[CH:28][CH:29]=1)[C:18]([O:20][CH3:21])=[O:19])=[O:16])[CH2:8][C:5]1[CH:6]=[CH:7][C:2]([O:1][CH2:9][C:10]([O:12][CH3:13])=[O:11])=[CH:3][CH:4]=1)=[O:11] |f:1.2,3.4.5|. Procedure details: To a mixture of 4-hydroxy-benzoic acid [2-(4-hydroxy-phenyl)-1-methoxycarbonyl-ethyl carbamoyl]-methoxycarbonylmethyl ester 17 (10.7 grams, 24.82 mmol) anhydrous potassium carbonate (17.5 grams, 126.62 mmol), sodium iodide (3 grams, 20.01 mmol), and disodium phosphate (3 grams, 21.13 mmol) in anhydrous acetone (100 mL) is added methyl chloro acetate (7 grams, 64.5 mmol). The mixture is refluxed for 10 hours. Acetone is distilled off, and water (100 mL) is added. Crude 18 is filtered, dried, and ... The reactants are C(=O)(O)[C@H](O)[C@@H](O)C(=O)O.NC[C@H](O)C=1C=C(NS(=O)(=O)C)C=CC1F ((R)-(-)-3'-(2-Amino-1-hydroxyethyl)-4'-fluoromethanesulfonanilide L-(+)-tartrate), 50W, Cl (hydrochloric acid). The product is Cl.NC[C@H](O)C=1C=C(NS(=O)(=O)C)C=CC1F ((R)-(-)-3'-(2-amino-1-hydroxyethyl)-4'-fluoromethanesulfonanilide hydrochloride). Reaction SMILES: C([C@@H]([C@H](C(O)=O)O)O)(O)=O.[NH2:11][CH2:12][C@@H:13]([C:15]1[CH:16]=[C:17]([CH:23]=[CH:24][C:25]=1[F:26])[NH:18][S:19]([CH3:22])(=[O:21])=[O:20])[OH:14].[ClH:27]>>[ClH:27].[NH2:11][CH2:12][C@@H:13]([C:15]1[CH:16]=[C:17]([CH:23]=[CH:24][C:25]=1[F:26])[NH:18][S:19]([CH3:22])(=[O:20])=[O:21])[OH:14] |f:0.1,3.4|. Procedure: (R)-(-)-3'-(2-Amino-1-hydroxyethyl)-4'-fluoromethanesulfonanilide L-(+)-tartrate (2.0 g) was made into a free base using ion exchange resin (Dowex 50W X2) followed by treating with 20% ethanolic hydrochloric acid. The crystals which were separated out were collected to give 1.1 g of (R)-(-)-3'-(2-amino-1-hydroxyethyl)-4'-fluoromethanesulfonanilide hydrochloride, m.p. 189°-191° C. As a reaction SMILES: [CH2:16]1[O:17][CH2:18][CH2:19][CH2:20]1.[CH3:21][CH2:22][O:23][C:24](=[O:25])[CH3:26].[F:1][c:2]1[cH:3][cH:4][c:5]2[c:6]([n:7][c:8]([SH:10])[s:9]2)[cH:11]1.[H-:12].[I:14][CH3:15].[Na+:13]>>[F:1][c:2]1[cH:3][cH:4][c:5]2[c:6]([n:7][c:8]([S:10][CH3:15])[s:9]2)[cH:11]1. The reactants are C1CCOC1, CCOC(C)=O, Fc1ccc2sc(S)nc2c1, [H-], CI, [Na+]. The product is CSc1nc2cc(F)ccc2s1. Reactants: CCOC(C)=O, CC(C)c1cc(C(C)C)c(CC(=O)NS(=O)(=O)Oc2c(C(C)C)cc([N+](=O)[O-])cc2C(C)C)c(C(C)C)c1, [H][H], C1CCOC1. Product: CC(C)c1cc(C(C)C)c(CC(=O)NS(=O)(=O)Oc2c(C(C)C)cc(N)cc2C(C)C)c(C(C)C)c1. Reaction SMILES: [CH3:46][CH2:47][O:48][C:49](=[O:50])[CH3:51].[CH:1]([CH3:2])([CH3:3])[c:4]1[c:5]([O:16][S:17]([NH:18][C:19]([CH2:20][c:21]2[c:22]([CH:33]([CH3:34])[CH3:35])[cH:23][c:24]([CH:30]([CH3:31])[CH3:32])[cH:25][c:26]2[CH:27]([CH3:28])[CH3:29])=[O:36])(=[O:37])=[O:38])[c:6]([CH:13]([CH3:14])[CH3:15])[cH:7][c:8]([N+:10]([O-:11])=[O:12])[cH:9]1.[H:39][H:40].[O:41]1[CH2:42][CH2:43][CH2:44][CH2:45]1>>[CH:1]([CH3:2])([CH3:3])[c:4]1[c:5]([O:16][S:17]([NH:18][C:19]([CH2:20][c:21]2[c:22]([CH:33]([CH3:34])[CH3:35])[cH:23][c:24]([CH:30]([CH3:31])[CH3:32])[cH:25][c:26]2[CH:27]([CH3:28])[CH3:29])=[O:36])(=[O:37])=[O:38])[c:6]([CH:13]([CH3:14])[CH3:15])[cH:7][c:8]([NH2:10])[cH:9]1. Reactants: N1CCCCCC1 (azepane), [B-](F)(F)(F)F.CCOC(=O)C(=NOC(=[N+](C)C)N(C)C)C#N (TOTU), CCN(C(C)C)C(C)C (DIPEA), C(C)C1=C(C=CC=C1N1C(COCC1)=O)S(=O)(=O)N[C@@H](CNC(=O)C=1SC(=CC1)Cl)C(=O)N1[C@H](COCC1)C (5-Chloro-thiophene-2-carboxylic acid [(S)-2-[2-ethyl-3-(3-oxo-morpholin-4-yl)-benzenesulfonylamino]-3-((S)-3-methyl-morpholin-4-yl)-3-oxo-propyl]-amide), C(Cl)Cl (DCM). The product is C(C)(C)(C)OC(N[C@H](C(=O)N1CCCCCC1)CNC(=O)C=1SC(=CC1)Cl)=O (((S)-2-Azepan-1-yl-1-{[(5-chloro-thiophene-2-carbonyl)-amino]-methyl}-2-oxoethyl)-carbamic acid tert-butyl ester). As a reaction SMILES: C(C1C(N2CCOCC2=O)=CC=CC=1S([NH:19][C@H:20]([C:31]([N:33]1[CH2:38][CH2:37]OC[C@@H:34]1[CH3:39])=[O:32])[CH2:21][NH:22][C:23]([C:25]1[S:26][C:27]([Cl:30])=[CH:28][CH:29]=1)=[O:24])(=O)=O)C.N1[CH2:46][CH2:45][CH2:44]CCC1.[B-](F)(F)(F)F.CC[O:54][C:55](C(C#N)=NOC(N(C)C)=[N+](C)C)=[O:56].[CH3:69][CH2:70]N(C(C)C)C(C)C.[CH2:78](Cl)Cl>>[C:45]([O:56][C:55](=[O:54])[NH:19][C@@H:20]([CH2:21][NH:22][C:23]([C:25]1[S:26][C:27]([Cl:30])=[CH:28][CH:29]=1)=[O:24])[C:31]([N:33]1[CH2:34][CH2:39][CH2:70][CH2:69][CH2:37][CH2:38]1)=[O:32])([CH3:44])([CH3:46])[CH3:78] |f:2.3|. Procedure details: To stirred intermediate 1 (1.5 g, 4.3 mmol) in 20 ml DCM was added azepane (426 mg, 4.3 mmol), TOTU (1.692 g, 5.16 mmol) and DIPEA (1.46 ml, 8.60 mmol). After 2 h the mixture was washed subsequently with sat. aq NaHCO3, and brine. The organic layer was dried with MgSO4, filtered and evaporated. The crude material (2.2 g) was used without further purification in the next step. Starting materials: BrC1=C(C=CC(=C1)C(C)C)N(C1=NC(=CC(=N1)C(=O)N1CCC2(CC1)OCCO2)C)CC (N-(2-bromo-4-(1-methylethyl)phenyl)-N-ethyl-4-((4,4-ethylenedioxypiperidino)carbonyl)-6-methylpyrimidinamine), Cl (HCl), [OH-].[Na+] (NaOH). The solvent is C1CCOC1 (THF). Product: BrC1=C(C=CC(=C1)C(C)C)N(C1=NC(=CC(=N1)C(=O)N1CCC(CC1)=O)C)CC (N-(2-bromo-4-(1-methylethyl)phenyl)-N-ethyl-4-(4-oxopiperidino)carbonyl-6-methylpyrimidinamine). The yield is 101.2%. RXN SMILES: [Br:1][C:2]1[CH:7]=[C:6]([CH:8]([CH3:10])[CH3:9])[CH:5]=[CH:4][C:3]=1[N:11]([CH2:31][CH3:32])[C:12]1[N:17]=[C:16]([C:18]([N:20]2[CH2:25][CH2:24][C:23]3(OCC[O:26]3)[CH2:22][CH2:21]2)=[O:19])[CH:15]=[C:14]([CH3:30])[N:13]=1.Cl.[OH-].[Na+]>C1COCC1>[Br:1][C:2]1[CH:7]=[C:6]([CH:8]([CH3:10])[CH3:9])[CH:5]=[CH:4][C:3]=1[N:11]([CH2:31][CH3:32])[C:12]1[N:17]=[C:16]([C:18]([N:20]2[CH2:25][CH2:24][C:23](=[O:26])[CH2:22][CH2:21]2)=[O:19])[CH:15]=[C:14]([CH3:30])[N:13]=1 |f:2.3|. Reported procedure: A solution-of N-(2-bromo-4-(1-methylethyl)phenyl)-N-ethyl-4-((4,4-ethylenedioxypiperidino)carbonyl)-6-methylpyrimidinamine (260 mg) in a mixture of a 1N HCl solution (2.5 mL) and THF (2.5 mL) was stirred at reflux temperature for 20 h. The reaction mixture was poured into a 1N NaOH solution, and extracted three times with ethyl acetate. The combined organic layers were dried over MgSO4, filtered and concentrated in vacuo to give the title product as a yellow oil (240 mg, 100% yield, Rf 0.75): NM... The reactants are C(#N)C1(C2=C(CCC3=C1C=CC=C3)C=CC=C2)CCBr ((5-cyano-10,11-dihydrodibenzo[a,d]cyclohepten-5-yl]-2-bromoethane), CNCCC1=CC=C(C=C1)F (N-methyl-4-fluorophenethylamine), C([O-])([O-])=O.[K+].[K+] (potassium carbonate). The solvent is C(C)#N (acetonitrile). Yields the product C(#N)C1(C2=C(CCC3=C1C=CC=C3)C=CC=C2)CCN(C)CCC2=CC=C(C=C2)F ((5-cyano-10,11-dihydrodibenzo[a,d]cyclohepten-5-yl]-2-[N-(4-fluorophenethyl)-N-methylamino]ethane). RXN SMILES: [C:1]([C:3]1([CH2:18][CH2:19]Br)[C:9]2[CH:10]=[CH:11][CH:12]=[CH:13][C:8]=2[CH2:7][CH2:6][C:5]2[CH:14]=[CH:15][CH:16]=[CH:17][C:4]1=2)#[N:2].[CH3:21][NH:22][CH2:23][CH2:24][C:25]1[CH:30]=[CH:29][C:28]([F:31])=[CH:27][CH:26]=1.C(=O)([O-])[O-].[K+].[K+]>C(#N)C>[C:1]([C:3]1([CH2:18][CH2:19][N:22]([CH2:23][CH2:24][C:25]2[CH:30]=[CH:29][C:28]([F:31])=[CH:27][CH:26]=2)[CH3:21])[C:9]2[CH:10]=[CH:11][CH:12]=[CH:13][C:8]=2[CH2:7][CH2:6][C:5]2[CH:14]=[CH:15][CH:16]=[CH:17][C:4]1=2)#[N:2] |f:2.3.4|. Procedure: A mixture containing 1-[(5-cyano-10,11-dihydrodibenzo[a,d]cyclohepten-5-yl]-2-bromoethane (3.26 g -- see Preparation 26), N-methyl-4-fluorophenethylamine (1.53 g -- see C.A. 80:P120985y), anhydrous potassium carbonate (2.76 g) and acetonitrile (50 ml) was heated under reflux for 24 hours then concentrated in vacuo. Water (50 ml) was added to the residue and the resulting mixture was extracted with dichloromethane (3×60 ml). The combined dichloromethane extracts were dried (Na2SO4) and concentrat... Starting materials: [BH4-].[Na+] (sodium borohydride), C(C1=CC=CC=C1)[C@H]1N(CC[C@@H](C1)N)C(C1=CC(=CC(=C1)Cl)Cl)=O ((2R*,4S*)-2-benzyl-1-(3,5-dichlorobenzoyl)-4-piperidinamine), COC=1C=C2C(=CNC2=CC1)C=O (5-methoxyindole-3-carboxaldehyde), S(=O)(=O)([O-])[O-].[Mg+2] (magnesium sulfate). Solvent: C1(=CC=CC=C1)C (toluene), CO (methanol). Product: C(C1=CC=CC=C1)[C@H]1N(CC[C@@H](C1)NCC1=CNC2=CC=C(C=C12)OC)C(C1=CC(=CC(=C1)Cl)Cl)=O ((2R*,4S*)-2-benzyl-1-(3,5-dichlorobenzoyl)-N-(5-methoxyindol-3-yl-methyl)-4-piperidinamine). Reaction SMILES: [CH2:1]([C@@H:8]1[CH2:13][C@@H:12]([NH2:14])[CH2:11][CH2:10][N:9]1[C:15](=[O:24])[C:16]1[CH:21]=[C:20]([Cl:22])[CH:19]=[C:18]([Cl:23])[CH:17]=1)[C:2]1[CH:7]=[CH:6][CH:5]=[CH:4][CH:3]=1.[CH3:25][O:26][C:27]1[CH:28]=[C:29]2[C:33](=[CH:34][CH:35]=1)[NH:32][CH:31]=[C:30]2[CH:36]=O.S([O-])([O-])(=O)=O.[Mg+2].[BH4-].[Na+]>C1(C)C=CC=CC=1.CO>[CH2:1]([C@@H:8]1[CH2:13][C@@H:12]([NH:14][CH2:36][C:30]2[C:29]3[C:33](=[CH:34][CH:35]=[C:27]([O:26][CH3:25])[CH:28]=3)[NH:32][CH:31]=2)[CH2:11][CH2:10][N:9]1[C:15](=[O:24])[C:16]1[CH:21]=[C:20]([Cl:22])[CH:19]=[C:18]([Cl:23])[CH:17]=1)[C:2]1[CH:3]=[CH:4][CH:5]=[CH:6][CH:7]=1 |f:2.3,4.5|. Procedure: 200 mg (0.551 mmol) of (2R*,4S*)-2-benzyl-1-(3,5-dichlorobenzoyl)-4-piperidinamine are reacted in analogy to Example 2g with 116 mg (0.661 mmol) of 5-methoxyindole-3-carboxaldehyde and 90 mg of magnesium sulfate in 2 ml of toluene and subsequently reduced with 22 mg (0.584 mmol) of sodium borohydride in 2 ml of methanol. The title compound ##STR95## is obtained (98 mg, 34%) as white foam. TLC:methylene chloride/methanol/conc. ammonia (1000:50:1) Rf =0.42, FD-MS:M+ =521, 523. IR:3460, 1630 cm-1. The yield is 77.9%. Reported procedure: To a solution of 4-phenoxy aniline (100 mg, 0.54 mmol) in dichloroethane (1.5 mL) was added a solution of N-(t-butoxycarbonyl)-D-prolinal (118 mg, 0.594 mmol) in dichloroethane (1.5 mL) at 0-5° C. Sodium triacetoxyborohydride (194 mg, 0.92 mmol) was added to the above solution. Acetic acid (32 mg, 0.54 mmol) in dichloroethane (1 mL) was added dropwise, over a period of 5 min at 0-5° C. The reaction mixture was stirred at 0-10° C. for 3 h. The mixture was diluted with saturated aq NaHCO3 and extr... The solvent is C(=O)(O)[O-].[Na+] (NaHCO3), ClC(C)Cl (dichloroethane), ClC(C)Cl (dichloroethane), ClC(C)Cl (dichloroethane). Run at temperature 5 celsius, time 3 hour. Reaction SMILES: [O:1]([C:8]1[CH:14]=[CH:13][C:11]([NH2:12])=[CH:10][CH:9]=1)[C:2]1[CH:7]=[CH:6][CH:5]=[CH:4][CH:3]=1.[C:15]([O:19][C:20]([N:22]1[CH2:28][CH2:27][CH2:26][C@@H:23]1[CH:24]=O)=[O:21])([CH3:18])([CH3:17])[CH3:16].C(O[BH-](OC(=O)C)OC(=O)C)(=O)C.[Na+].C(O)(=O)C>ClC(Cl)C.C([O-])(O)=O.[Na+]>[C:15]([O:19][C:20]([N:22]1[CH2:28][CH2:27][CH2:26][C@@H:23]1[CH2:24][NH:12][C:11]1[CH:10]=[CH:9][C:8]([O:1][C:2]2[CH:3]=[CH:4][CH:5]=[CH:6][CH:7]=2)=[CH:14][CH:13]=1)=[O:21])([CH3:18])([CH3:16])[CH3:17] |f:2.3,6.7|. Reactants: O(C1=CC=CC=C1)C1=CC=C(N)C=C1 (4-phenoxy aniline), C(C)(C)(C)OC(=O)N1[C@@H](C=O)CCC1 (N-(t-butoxycarbonyl)-D-prolinal), C(C)(=O)O (Acetic acid), C(C)(=O)O[BH-](OC(C)=O)OC(C)=O.[Na+] (Sodium triacetoxyborohydride). Yields the product C(C)(C)(C)OC(=O)N1[C@H](CCC1)CNC1=CC=C(C=C1)OC1=CC=CC=C1 ((R)-2-[(4-Phenoxy-phenylamino)-methyl]-pyrrolidine-1-carboxylic acid tert-butyl ester).